The task is: describe an organic reaction: reactants, conditions, products, and yield. This data is from the Open Reaction Database (ORD), a public repository of structured organic reaction records. Reactants: CCC(CC)c1cc(C)nn2c(-c3sc(Br)cc3C)c(C)nc12, C1CCOC1, [Li]CCCC, CN(C)n1cccc1, CCOC(C)=O. Yields the product CCC(CC)c1cc(C)nn2c(-c3sc(-c4cccn4N(C)C)cc3C)c(C)nc12. RXN SMILES: [Br:19][c:20]1[cH:21][c:22]([CH3:41])[c:23](-[c:25]2[c:26]([CH3:40])[n:27][c:28]3[n:29]2[n:30][c:31]([CH3:39])[cH:32][c:33]3[CH:34]([CH2:35][CH3:36])[CH2:37][CH3:38])[s:24]1.[CH2:9]1[O:10][CH2:11][CH2:12][CH2:13]1.[CH3:14][CH2:15][CH2:16][CH2:17][Li:18].[CH3:1][N:2]([n:3]1[cH:4][cH:5][cH:6][cH:7]1)[CH3:8].[CH3:42][CH2:43][O:44][C:45]([CH3:46])=[O:47]>>[CH3:1][N:2]([n:3]1[c:4](-[c:20]2[cH:21][c:22]([CH3:41])[c:23](-[c:25]3[c:26]([CH3:40])[n:27][c:28]4[n:29]3[n:30][c:31]([CH3:39])[cH:32][c:33]4[CH:34]([CH2:35][CH3:36])[CH2:37][CH3:38])[s:24]2)[cH:5][cH:6][cH:7]1)[CH3:8]. The reactants are BrC=1N=C(C=2N(C1)C=CN2)N2C=NC(=C2)C2=CC=C(C=C2)C (6-Bromo-8-(4-p-tolyl-imidazol-1-yl)-imidazo[1,2-a]pyrazine), Cl.NC=1C=C(C=CC1)B(O)O (3-aminophenylboronic acid hydrochloride), C([O-])([O-])=O.[Na+].[Na+] (sodium carbonate), COCCOC (1,2-dimethoxyethane). Reagents/catalysts: [Pd].C1(=CC=CC=C1)P(C1=CC=CC=C1)C1=CC=CC=C1.C1(=CC=CC=C1)P(C1=CC=CC=C1)C1=CC=CC=C1.C1(=CC=CC=C1)P(C1=CC=CC=C1)C1=CC=CC=C1.C1(=CC=CC=C1)P(C1=CC=CC=C1)C1=CC=CC=C1 (tetrakis(triphenylphosphine) palladium). Solvent: O (water). Run at temperature 90 celsius. Product: C1(=CC=C(C=C1)C=1N=CN(C1)C=1C=2N(C=C(N1)C=1C=C(C=CC1)N)C=CN2)C (3-[8-(4-p-Tolyl-imidazol-1-yl)-imidazo[1,2-a]pyrazin-6-yl]-phenylamine). The yield is 66.7%. Reaction SMILES: Br[C:2]1[N:3]=[C:4]([N:11]2[CH:15]=[C:14]([C:16]3[CH:21]=[CH:20][C:19]([CH3:22])=[CH:18][CH:17]=3)[N:13]=[CH:12]2)[C:5]2[N:6]([CH:8]=[CH:9][N:10]=2)[CH:7]=1.Cl.[NH2:24][C:25]1[CH:26]=[C:27](B(O)O)[CH:28]=[CH:29][CH:30]=1.C(=O)([O-])[O-].[Na+].[Na+].COCCOC>[Pd].C1(P(C2C=CC=CC=2)C2C=CC=CC=2)C=CC=CC=1.C1(P(C2C=CC=CC=2)C2C=CC=CC=2)C=CC=CC=1.C1(P(C2C=CC=CC=2)C2C=CC=CC=2)C=CC=CC=1.C1(P(C2C=CC=CC=2)C2C=CC=CC=2)C=CC=CC=1.O>[C:19]1([CH3:22])[CH:20]=[CH:21][C:16]([C:14]2[N:13]=[CH:12][N:11]([C:4]3[C:5]4[N:6]([CH:8]=[CH:9][N:10]=4)[CH:7]=[C:2]([C:29]4[CH:30]=[C:25]([NH2:24])[CH:26]=[CH:27][CH:28]=4)[N:3]=3)[CH:15]=2)=[CH:17][CH:18]=1 |f:1.2,3.4.5,7.8.9.10.11|. Procedure details: A mixture of 6-bromo-8-(4-p-tolyl-imidazol-1-yl)-imidazo[1,2-a]pyrazine (4) (870 mg), 3-aminophenylboronic acid hydrochloride (511 mg), tetrakis(triphenylphosphine) palladium (Pd(PPh3)4) (142 mg), 1 M aqueous sodium carbonate (Na2CO3) (7.4ml), and 1,2-dimethoxyethane (DME) (35 ml) is heated at 90 ° C. for 16 hours. The mixture is cooled to rt, treated with water (50 ml) and extracted with ethyl acetate (3×80 ml). The extracts are washed with water (1×50 ml) and brine (1×50 ml), dried over MgSO4,... The reactants are B(=O)O[O-].O.[Na+] (sodium perborate monohydrate), [Na] (sodium), ester, C(C1=CC=CC=C1)(=O)NCCCCCC(=O)O (6-benzoylaminocaproic acid), mixture. Run in O (water). Product: ester, C(C1=CC=CC=C1)(=O)NCCCCCC(=O)OO (6-benzoylamino-peroxycaproic acid). As a reaction SMILES: B([O:3][O-:4])=O.O.[Na+].[Na].[C:8]([NH:16][CH2:17][CH2:18][CH2:19][CH2:20][CH2:21][C:22](O)=[O:23])(=[O:15])[C:9]1[CH:14]=[CH:13][CH:12]=[CH:11][CH:10]=1>O>[C:8]([NH:16][CH2:17][CH2:18][CH2:19][CH2:20][CH2:21][C:22]([O:3][OH:4])=[O:23])(=[O:15])[C:9]1[CH:14]=[CH:13][CH:12]=[CH:11][CH:10]=1 |f:0.1.2,^1:6|. Procedure: Perhydrolysis of the above phenolsulfonate ester to yield 6-benzoylaminoperoxycaproic acid was accomplished according to the following procedure. To 4 L of 95° F. city water was added 5.00 g (1250 ppm) of an alkaline detergent granule, 0.36 g (90 ppm) of sodium perborate monohydrate and 0.46 g (115 ppm) of the sodium salt of the phenolsulfonate ester of 6-benzoylaminocaproic acid (0.67 g of the 69% mixture described above). Perhydrolysis of the ester to form 6-benzoylamino-peroxycaproic acid was...